This data is from the Open Reaction Database (ORD), a public repository of structured organic reaction records. The task is: describe an organic reaction: reactants, conditions, products, and yield The yield is 75.0%. As a reaction SMILES: [C:1](OCC)(=[O:6])[CH2:2][C:3]([CH3:5])=O.[CH3:10][O:11][C:12]1[CH:20]=[CH:19][C:15]([C:16]([NH2:18])=[NH:17])=[CH:14][CH:13]=1.O>C(Cl)(Cl)Cl>[OH:6][C:1]1[N:18]=[C:16]([C:15]2[CH:19]=[CH:20][C:12]([O:11][CH3:10])=[CH:13][CH:14]=2)[N:17]=[C:3]([CH3:5])[CH:2]=1. Solvent: C(Cl)(Cl)Cl (CHCl3), C(Cl)(Cl)Cl (CHCl3). Run at time 8 hour. Procedure: Under N2, a solution of ethyl acetoacetate (7.15 g, 0.053 mol) in CHCl3 (200 ml) was added dropwise to a suspension of 4-methoxybenzamidine in CHCl3 (200 ml). After stirring at room temperature overnight, water was added to the solution. The aqueous phase was separated and extracted with CHCl3 and the organic layers were combined, dried (Na2SO4), filtered and concentrated to dryness. The residue was chromatographed on silica gel and the product was eluted with 2% CH3OH--CHCl3 to yield 8.58 g (75... The product is OC1=CC(=NC(=N1)C1=CC=C(C=C1)OC)C (6-hydroxy-4-methyl-2-p-methoxyphenylpyrimidine). Reactants: O (water), C(CC(=O)C)(=O)OCC (ethyl acetoacetate), COC1=CC=C(C(=N)N)C=C1 (4-methoxybenzamidine).